This data is from the Open Reaction Database (ORD), a public repository of structured organic reaction records. The task is: describe an organic reaction: reactants, conditions, products, and yield Reactants: CS(=O)(=O)OCCC1CCCC1 (2-cyclopentylethyl methanesulfonate), NC1=CC=C(C(=O)OCC)C=C1 (ethyl p-aminobenzoate). Solvent: CN(P(=O)(N(C)C)N(C)C)C (hexamethylphosphoramide). Product: C1(CCCC1)CCNC1=CC=C(C(=O)OCC)C=C1 (ethyl p-[2-(cyclopentyl)ethyl]aminobenzoate). RXN SMILES: CS(O[CH2:6][CH2:7][CH:8]1[CH2:12][CH2:11][CH2:10][CH2:9]1)(=O)=O.[NH2:13][C:14]1[CH:24]=[CH:23][C:17]([C:18]([O:20][CH2:21][CH3:22])=[O:19])=[CH:16][CH:15]=1>CN(C)P(N(C)C)(N(C)C)=O>[CH:8]1([CH2:7][CH2:6][NH:13][C:14]2[CH:15]=[CH:16][C:17]([C:18]([O:20][CH2:21][CH3:22])=[O:19])=[CH:23][CH:24]=2)[CH2:12][CH2:11][CH2:10][CH2:9]1. Procedure details: A solution of 5 g. of 2-cyclopentylethyl methanesulfonate and 8.59 g. of ethyl p-aminobenzoate in 30 ml. of hexamethylphosphoramide is stirred at 110° C. under argon atmosphere for 18 hours. The cooled solution is diluted with 30 ml. of water and the resulting tan solid is collected by filtration. Recrystallization from ethanol-water furnishes ethyl p-[2-(cyclopentyl)ethyl]aminobenzoate as off-white crystals. Starting materials: [N+](=O)([O-])C=1C=C(C=CC1)NNC=O (2-(3-nitrophenyl)-1-formylhydrazine), NC1=CC=C(C=C1)NNC=O (2-(4-Aminophenyl)-1-formylhydrazine). Product: NC=1C=C(C=CC1)NNC=O (2-(3-aminophenyl)-1-formylhydrazine). As a reaction SMILES: [N+:1]([C:4]1[CH:5]=[C:6]([NH:10][NH:11][CH:12]=[O:13])[CH:7]=[CH:8][CH:9]=1)([O-])=O.NC1C=CC(NNC=O)=CC=1>>[NH2:1][C:4]1[CH:5]=[C:6]([NH:10][NH:11][CH:12]=[O:13])[CH:7]=[CH:8][CH:9]=1. Procedure details: By reacting 2-(3-nitrophenyl)-1-formylhydrazine in the same manner as in (2) above, 21.0 g of 2-(3-aminophenyl)-1-formylhydrazine was obtained. Reactants: C1(C=CCC1)=O (cyclopent-2-enone), C(C)OC(=C)OCC (1,1-diethoxyethene). Solvent: CCCCC (pentane). Reaction conditions: time 20 hour. Yields the product C(C)OC1(C2CCC(C2C1)=O)OCC (6,6-Diethoxybicyclo[3.2.0]heptan-2-one). As a reaction SMILES: [C:1]1(=[O:6])[CH2:5][CH2:4][CH:3]=[CH:2]1.[CH2:7]([O:9][C:10]([O:12][CH2:13][CH3:14])=[CH2:11])[CH3:8]>CCCCC>[CH2:7]([O:9][C:10]1([O:12][CH2:13][CH3:14])[CH2:11][CH:5]2[CH:4]1[CH2:3][CH2:2][C:1]2=[O:6])[CH3:8]. Reported procedure: To a solution of cyclopent-2-enone (3.7 g, 45 mmol) in pentane (80 mL) was added 1,1-diethoxyethene (89 mL, 677 mmol). The mixture was put in an ACE Photo Reactor (450 W lamp), and stirred at RT for 20 hr. It was concentrated to give the title compound as a pale yellow oil. Reactants: CC1=C(C=CC=C1)OC(C=C)CCC ((−)-1-Methyl-2-(1-propylallyloxy)benzene), C1CCOC1 (THF), CC1=C([O-])C=CC=C1.[Li+] (lithium 2-methylphenoxide), 2-hexenyl methylcarbonate. Reaction conditions: time 20 hour. The product is COC1=CC=C(C=C1)C(C=C)OC1=CC=CC=C1 ((+)-1-(4-Methoxyphenyl)-1-phenoxy-2-propene). RXN SMILES: C[C:2]1[CH:7]=[CH:6][CH:5]=[CH:4][C:3]=1[O:8][CH:9]([CH2:12][CH2:13][CH3:14])[CH:10]=[CH2:11].CC1C=CC=CC=1[O-].[Li+].[CH2:24]1[CH2:28][O:27][CH2:26][CH2:25]1>>[CH3:28][O:27][C:26]1[CH:14]=[CH:13][C:12]([CH:9]([O:8][C:3]2[CH:2]=[CH:7][CH:6]=[CH:5][CH:4]=2)[CH:10]=[CH2:11])=[CH:24][CH:25]=1 |f:1.2|. Reported procedure: (−)-1-Methyl-2-(1-propylallyloxy)benzene (Evans, P. A.; Leahy, D. K. J. Am. Chem. Soc. 2000, 122, 5012): The general procedure was followed with lithium 2-methylphenoxide (228 mg, 2.0 mmol) and 2-hexenyl methylcarbonate (160 mg, 1.0 mmol) in THF (2 mL). The reaction was conducted at 50° C. for 20 h. 1H NMR analysis of the mixture indicated the ratio of regioisomers to be 87/13. The residue was purified by flash chromatography on silica gel (0-1% Et2O/Hexanes) to afford 165 mg of the title compou... Reactants: O (water), C[Li] (methyllithium), ice, [CH-]1C=CC=C1.[CH-]1C=CC=C1.Cl[Ti]Cl (Cp2TiCl2). The solvent is CCOCC (ether). Product: C[C-]1C=CC=C1.[C-]1(C=CC=C1)C.[Ti+2] (dimethyl titanocene). Reaction SMILES: C[Li].[CH-:3]1[CH:7]=[CH:6][CH:5]=[CH:4]1.[CH-:8]1[CH:12]=[CH:11][CH:10]=[CH:9]1.Cl[Ti:14]Cl.O>CCOCC>[CH3:8][C-:3]1[CH:7]=[CH:6][CH:5]=[CH:4]1.[C-:8]1([CH3:3])[CH:12]=[CH:11][CH:10]=[CH:9]1.[Ti+2:14] |f:1.2.3,6.7.8|. Reported procedure: In a standard procedure, methyllithium (2 equivalents) was added to an ice-cooled suspension of Cp2TiCl2 in dry ether (15 ml per gram of Cp2TiCl2). After stirring for one half hour, a small amount of water was added to quench the reaction. The contents were transferred to a separatory funnel and the orange organic layer washed once with water. Drying with anhydrous MgSO4, filtration, and removal of the solvent with a rotary evaporator provided bright orange crystals of dimethyl titanocene. Yield... The reactants are ClCCN1C(NC2=CC=CC=C2C1=O)=O (3-(2-chloroethyl)-2,4-(1H,3H)-quinazolinedione), COC1=C(C=CC=C1)N1CCNCC1 (1-(2-methoxyphenyl)piperazine), [I-].[Na+] (sodium iodide), C([O-])([O-])=O.[K+].[K+] (potassium carbonate), ice. Run in O (water), CN(C=O)C (dimethylformamide). Run at time 24 hour. Yields the product COC1=C(C=CC=C1)N1CCN(CC1)CCN1C(NC2=CC=CC=C2C1=O)=O (3-[2-[4-(2-methoxyphenyl)-1-piperazinyl]ethyl]-2,4-(1H,3H)quinazolinedione). The yield is 86.7%. RXN SMILES: Cl[CH2:2][CH2:3][N:4]1[C:13](=[O:14])[C:12]2[C:7](=[CH:8][CH:9]=[CH:10][CH:11]=2)[NH:6][C:5]1=[O:15].[CH3:16][O:17][C:18]1[CH:23]=[CH:22][CH:21]=[CH:20][C:19]=1[N:24]1[CH2:29][CH2:28][NH:27][CH2:26][CH2:25]1.[I-].[Na+].C(=O)([O-])[O-].[K+].[K+]>CN(C)C=O.O>[CH3:16][O:17][C:18]1[CH:23]=[CH:22][CH:21]=[CH:20][C:19]=1[N:24]1[CH2:29][CH2:28][N:27]([CH2:2][CH2:3][N:4]2[C:13](=[O:14])[C:12]3[C:7](=[CH:8][CH:9]=[CH:10][CH:11]=3)[NH:6][C:5]2=[O:15])[CH2:26][CH2:25]1 |f:2.3,4.5.6|. Procedure details: A mixture of 3-(2-chloroethyl)-2,4-(1H,3H)-quinazolinedione (1.57 kg), 1-(2-methoxyphenyl)piperazine (1.34 kg), sodium iodide (1.05 kg) and potassium carbonate (0.49 kg) was dissolved in dimethylformamide (7,000 ml) and the solution was heated at an internal temperature of 80°-85° C. for 7 hours. After completion of the reaction, the mixture was cooled by the addition of water (25 l) and ice (5 kg). The cooled mixture was left for 24 hours and the resulting crystal was collected, washed with wat... Starting materials: [N+](=O)(O)[O-] (nitric acid), OC1=C(C=C(C=C1)C(C)=O)OC (4'-hydroxy-3'-methoxyacetophenone). The solvent is O (water). Reaction conditions: temperature 0 celsius, time 0.5 hour. The product is OC1=C(C=C(C=C1[N+](=O)[O-])C(C)=O)OC (4'-Hydroxy-3'-methoxy-5'-nitroacetophenone). As a reaction SMILES: [N+:1]([O-:4])(O)=[O:2].[OH:5][C:6]1[CH:11]=[CH:10][C:9]([C:12](=[O:14])[CH3:13])=[CH:8][C:7]=1[O:15][CH3:16]>O>[OH:5][C:6]1[C:11]([N+:1]([O-:4])=[O:2])=[CH:10][C:9]([C:12](=[O:14])[CH3:13])=[CH:8][C:7]=1[O:15][CH3:16]. Procedure: To a solution containing 40 ml of nitric acid (d=1.41) and 40 ml of water was gradually added while cooling (below 7° C.) and stirring 25.0 g of 4'-hydroxy-3'-methoxyacetophenone. After stirring for 0.5 h at 0° C. the product was filtered, washed first with diluted nitric acid (1:1) and then with water. Yield 24.0 g (75%). The 1H-NMR-spectrum of the product was in accordance with the structure alleged. Starting materials: resultant mixture, COCCN1C(=CC=C1)C=O (N-methoxyethylpyrrole-2-carboxaldehyde), BrC1=CC=C(C=C1)N(S(=O)(=O)C1=CC=CC=C1)C (N-(4-bromophenyl)-N-methyl benzenesulfonamide), solution, [Li]C(C)(C)C (tert-BuLi). Run in C1CCOC1 (THF), C1CCOC1 (THF), CCCCC (pentane). Reaction conditions: temperature -30 celsius. Yields the product OC(C=1N(C=CC1)CCOC)C1=CC=C(C=C1)N(S(=O)(=O)C1=CC=CC=C1)C (N-(4-{1-Hydroxy-1-[1-(2-methoxyethyl)-1H-pyrrol-2-yl]-methyl}-phenyl)-N-methyl-benzenesulfonamide). Reaction SMILES: Br[C:2]1[CH:7]=[CH:6][C:5]([N:8]([CH3:18])[S:9]([C:12]2[CH:17]=[CH:16][CH:15]=[CH:14][CH:13]=2)(=[O:11])=[O:10])=[CH:4][CH:3]=1.[Li]C(C)(C)C.[CH3:24][O:25][CH2:26][CH2:27][N:28]1[CH:32]=[CH:31][CH:30]=[C:29]1[CH:33]=[O:34]>C1COCC1.CCCCC>[OH:34][CH:33]([C:2]1[CH:7]=[CH:6][C:5]([N:8]([CH3:18])[S:9]([C:12]2[CH:17]=[CH:16][CH:15]=[CH:14][CH:13]=2)(=[O:11])=[O:10])=[CH:4][CH:3]=1)[C:29]1[N:28]([CH2:27][CH2:26][O:25][CH3:24])[CH:32]=[CH:31][CH:30]=1. Procedure details: To a solution of 1.49 g (4.59 mmol) of N-(4-bromophenyl)-N-methyl benzenesulfonamide (see Preparative Example A, Step C) in 37.5 mL THF at −78° C. was added dropwise 5.94 mL (10.10 mmol) of a 1.7 M solution of tert-BuLi in pentane and the resultant mixture was stirred at −78° C. for 15 min. To this mixture was then added a solution of 1.01 g (6.59 mmol) of N-methoxyethylpyrrole-2-carboxaldehyde in 6 mL THF and the mixture was allowed to gradually warm to −30° C. over a 4 h period. After this tim...